This data is from the Open Reaction Database (ORD), a public repository of structured organic reaction records. The task is: describe an organic reaction: reactants, conditions, products, and yield Reactants: ClCC(C(C(=O)OCC)=NO)=O (ethyl γ-chloro-α-oximinoacetoacetate), C(CC)(=S)N (thiopropionamide). The solvent is C1=CC=CC=C1 (benzene). Reaction conditions: time 4 hour. The product is N(O)=C(C(=O)OCC)C=1N=C(SC1)CC (ethyl α-oximino-2-ethylthiazole-4-acetate). Isolated yield 35.3%. As a reaction SMILES: Cl[CH2:2][C:3](=O)[C:4](=[N:10][OH:11])[C:5]([O:7][CH2:8][CH3:9])=[O:6].[C:13]([NH2:17])(=[S:16])[CH2:14][CH3:15]>C1C=CC=CC=1>[N:10](=[C:4]([C:3]1[N:17]=[C:13]([CH2:14][CH3:15])[S:16][CH:2]=1)[C:5]([O:7][CH2:8][CH3:9])=[O:6])[OH:11]. Procedure: A solution of ethyl γ-chloro-α-oximinoacetoacetate (2.00 g, 10.3 mmol) and thiopropionamide (0.92 g, 10.3 mmol) in dry benzene (15 mL) was heated to reflux. After 4 hours, the reaction mixture was poured onto NaHCO3 (sat. aq., 50 mL), The resulting mixture was extracted with ethyl acetate (2×50 mL), and the combined extracts dried over MgSO4 and evaporated under reduced pressure. Flash chromatography (ethyl acetate:hexane 1:4) then afforded impure ethyl α-oximino-2-ethylthiazole-4-acetate (0.83 ... The reactants are Cl (hydrochloric acid), C(C1=CC=CC=C1)OC1=C(C=C(C=C1)C1=CC=C(C=C1)OC(F)(F)F)C=O (4-benzyloxy-4′-(trifluoromethoxy)biphenyl-3-carbaldehyde), C(CC(=O)O)(=O)O (malonic acid), N1CCCCC1 (piperidine). Solvent: N1=CC=CC=C1 (pyridine). The product is C(C1=CC=CC=C1)OC1=C(C=C(C=C1)C1=CC=C(C=C1)OC(F)(F)F)/C=C/C(=O)O ((E)-3-[4-benzyloxy-4′-(trifluoromethoxy)biphenyl-3-yl]propenoic acid). The yield is 110.1%. As a reaction SMILES: [CH2:1]([O:8][C:9]1[CH:14]=[CH:13][C:12]([C:15]2[CH:20]=[CH:19][C:18]([O:21][C:22]([F:25])([F:24])[F:23])=[CH:17][CH:16]=2)=[CH:11][C:10]=1[CH:26]=O)[C:2]1[CH:7]=[CH:6][CH:5]=[CH:4][CH:3]=1.C(O)(=O)[CH2:29][C:30]([OH:32])=[O:31].N1CCCCC1.Cl>N1C=CC=CC=1>[CH2:1]([O:8][C:9]1[CH:14]=[CH:13][C:12]([C:15]2[CH:16]=[CH:17][C:18]([O:21][C:22]([F:24])([F:25])[F:23])=[CH:19][CH:20]=2)=[CH:11][C:10]=1/[CH:26]=[CH:29]/[C:30]([OH:32])=[O:31])[C:2]1[CH:7]=[CH:6][CH:5]=[CH:4][CH:3]=1. Procedure: A mixture of 4-benzyloxy-4′-(trifluoromethoxy)biphenyl-3-carbaldehyde (4.0 g, 9.336 mmol), malonic acid (2.137 g, 20.539 mmol), pyridine (4.3 ml) and piperidine (184 μl, 1.867 mmol) was refluxed for 1 hour under argon atmosphere. The reaction mixture was cooled to room temperature, adjusted to pH 1 by addition of 2N hydrochloric acid, and extracted with ethyl acetate. The organic layer was washed with saturated brine, and dried over anhydrous sodium sulfate. The residue obtained by evaporation o... Reactants: NC1=NN2C(N=C(C(=C2C=2C(=C3CCCOC3=C(C2)F)C)[C@@H](C(=O)OCC)OC(C)(C)C)C)=C1 ((2S)-ethyl 2-(2-amino-7-(8-fluoro-5-methylchroman-6-yl)-5-methylpyrazolo[1,5-a]pyrimidin-6-yl)-2-(tert-butoxy)acetate), [OH-].[Na+] (NaOH), ester. Solvent: CCO (EtOH). Run at time 16 hour. The product is NC1=NN2C(N=C(C(=C2C=2C(=C3CCCOC3=C(C2)F)C)[C@@H](C(=O)O)OC(C)(C)C)C)=C1 ((2S)-2-(2-amino-7-(8-fluoro-5-methylchroman-6-yl)-5-methylpyrazolo[1,5-a]pyrimidin-6-yl)-2-(tert-butoxy)acetic acid). Yield: 84.7%. Reaction SMILES: [NH2:1][C:2]1[CH:34]=[C:5]2[N:6]=[C:7]([CH3:33])[C:8]([C@H:22]([O:28][C:29]([CH3:32])([CH3:31])[CH3:30])[C:23]([O:25]CC)=[O:24])=[C:9]([C:10]3[C:11]([CH3:21])=[C:12]4[C:17](=[C:18]([F:20])[CH:19]=3)[O:16][CH2:15][CH2:14][CH2:13]4)[N:4]2[N:3]=1.[OH-].[Na+]>CCO>[NH2:1][C:2]1[CH:34]=[C:5]2[N:6]=[C:7]([CH3:33])[C:8]([C@H:22]([O:28][C:29]([CH3:30])([CH3:31])[CH3:32])[C:23]([OH:25])=[O:24])=[C:9]([C:10]3[C:11]([CH3:21])=[C:12]4[C:17](=[C:18]([F:20])[CH:19]=3)[O:16][CH2:15][CH2:14][CH2:13]4)[N:4]2[N:3]=1 |f:1.2|. Procedure: A mixture of (2S)-ethyl 2-(2-amino-7-(8-fluoro-5-methylchroman-6-yl)-5-methylpyrazolo[1,5-a]pyrimidin-6-yl)-2-(tert-butoxy)acetate (1.20 g, 2.55 mmol), 1N NaOH (3.83 mL, 3.83 mmol) in EtOH (20 mL) was stirred at rt for 16 h. LCMS indicated a small amount of starting material remaining, therefore, the reaction mixture washeated at 60° C. for 2 h. At this time, LCMS indicated that the ester hydrolysis was complete. The reaction mixture was then concentrated in vacuo, and the residue was adjusted t...